This data is from the Open Reaction Database (ORD), a public repository of structured organic reaction records. The task is: describe an organic reaction: reactants, conditions, products, and yield Starting materials: CC(C)c1ccc(S(N)(=O)=O)nc1, COc1ccccc1Oc1c(Cl)nc(N2CCOCC2)nc1Cl, [K]. The product is COc1ccccc1Oc1c(Cl)nc(N2CCOCC2)nc1NS(=O)(=O)c1ccc(C(C)C)cn1. RXN SMILES: [CH:25]([CH3:26])([CH3:27])[c:28]1[cH:29][cH:30][c:31]([S:34](=[O:35])(=[O:36])[NH2:37])[n:32][cH:33]1.[Cl:1][c:2]1[n:3][c:4]([N:18]2[CH2:19][CH2:20][O:21][CH2:22][CH2:23]2)[n:5][c:6]([Cl:17])[c:7]1[O:8][c:9]1[c:10]([O:15][CH3:16])[cH:11][cH:12][cH:13][cH:14]1.[K:24]>>[c:2]1([NH:37][S:34]([c:31]2[cH:30][cH:29][c:28]([CH:25]([CH3:26])[CH3:27])[cH:33][n:32]2)(=[O:35])=[O:36])[n:3][c:4]([N:18]2[CH2:19][CH2:20][O:21][CH2:22][CH2:23]2)[n:5][c:6]([Cl:17])[c:7]1[O:8][c:9]1[c:10]([O:15][CH3:16])[cH:11][cH:12][cH:13][cH:14]1. Reactants: CC1CCC(CC1)=O (4-methylcyclohexanone), N1CC(C1)NC(CNC1=NC=NC2=CC=C(C=C12)C(F)(F)F)=O (N-(azetidin-3-yl)-2-((6-(trifluoromethyl)quinazolin-4-yl)amino)acetamide), [BH-](OC(=O)C)(OC(=O)C)OC(=O)C.[Na+] (NaBH(OAc)3). Product: CC1CCC(CC1)N1CC(C1)NC(CNC1=NC=NC2=CC=C(C=C12)C(F)(F)F)=O (N-(1-(4-methylcyclohexyl)azetidin-3-yl)-2-((6-(trifluoromethyl)quinazolin-4-yl)amino)acetamide). As a reaction SMILES: [CH3:1][CH:2]1[CH2:7][CH2:6][C:5](=O)[CH2:4][CH2:3]1.[NH:9]1[CH2:12][CH:11]([NH:13][C:14](=[O:31])[CH2:15][NH:16][C:17]2[C:26]3[C:21](=[CH:22][CH:23]=[C:24]([C:27]([F:30])([F:29])[F:28])[CH:25]=3)[N:20]=[CH:19][N:18]=2)[CH2:10]1.[BH-](OC(C)=O)(OC(C)=O)OC(C)=O.[Na+]>>[CH3:1][CH:2]1[CH2:7][CH2:6][CH:5]([N:9]2[CH2:10][CH:11]([NH:13][C:14](=[O:31])[CH2:15][NH:16][C:17]3[C:26]4[C:21](=[CH:22][CH:23]=[C:24]([C:27]([F:28])([F:30])[F:29])[CH:25]=4)[N:20]=[CH:19][N:18]=3)[CH2:12]2)[CH2:4][CH2:3]1 |f:2.3|. Procedure details: Reaction of 4-methylcyclohexanone with N-(azetidin-3-yl)-2-((6-(trifluoromethyl)quinazolin-4-yl)amino)acetamide (as prepared in Example 1 Step G) in the presence of TEA and NaBH(OAc)3 as described in Example 1, Step H afforded the product. Reactants: C(C)(C)(C)OC(=O)N[C@H](C(=O)O)CC1=CC2=C(OC(O2)=O)C=C1 ((2S)-2-[(tert-Butoxy)carbonylamino]-3-(2-oxobenzo[3,4-d]1,3-dioxolen-5-yl)propanoic Acid), CC(C(=O)O[C@@H]([C@@H](C)O)C)C ((1R,2R)-2-Hydroxy-1-methylpropyl 2-methylpropanoate), C1(CCCCC1)N=C=NC1CCCCC1 (dicyclohexylcarbodiimide). The reagents and catalysts are CN(C1=CC=NC=C1)C (4-(dimethylamino)pyridine). The solvent is ClCCl (dichloromethane), ClCCl (dichloromethane). Conditions: temperature 0 celsius, time 30 minute. Yields the product C(C)(C)(C)OC(=O)N[C@H](C(=O)O[C@@H]([C@@H](C)OC(C(C)C)=O)C)CC1=CC2=C(OC(O2)=O)C=C1 ((1R,2R)-1-Methyl-2-(2-methylpropanoyloxy)propyl (2S)-2-[(tert-Butoxy)carbonylamino]-3-(2-oxobenzo[3,4-d]1,3-dioxolen-5-yl)propanoate). Isolated yield 76.0%. Reaction SMILES: [C:1]([O:5][C:6]([NH:8][C@@H:9]([CH2:13][C:14]1[CH:23]=[CH:22][C:17]2[O:18][C:19](=[O:21])[O:20][C:16]=2[CH:15]=1)[C:10]([OH:12])=[O:11])=[O:7])([CH3:4])([CH3:3])[CH3:2].[CH3:24][CH:25]([CH3:34])[C:26]([O:28][C@H:29]([CH3:33])[C@H:30](O)[CH3:31])=[O:27].C1(N=C=NC2CCCCC2)CCCCC1>ClCCl.CN(C)C1C=CN=CC=1>[C:1]([O:5][C:6]([NH:8][C@@H:9]([CH2:13][C:14]1[CH:23]=[CH:22][C:17]2[O:18][C:19](=[O:21])[O:20][C:16]=2[CH:15]=1)[C:10]([O:12][C@H:30]([CH3:31])[C@H:29]([O:28][C:26](=[O:27])[CH:25]([CH3:34])[CH3:24])[CH3:33])=[O:11])=[O:7])([CH3:4])([CH3:2])[CH3:3]. Procedure details: To a mixture of (2S)-2-[(tert-butoxy)carbonylamino]-3-(2-oxobenzo[3,4-d]1,3-dioxolen-5-yl)propanoic acid (16) (5.86 g, 18.1 mmol) and (1R,2R)-2-hydroxy-1-methylpropyl 2-methylpropanoate (15) (4.15 g, 21.84 mmol) in anhydrous dichloromethane (40 mL), a solution of dicyclohexylcarbodiimide (5.62 g, 27.3 mmol) in anhydrous dichloromethane (10 mL) was added dropwise at 0° C. To the solution, a catalytic amount of 4-(dimethylamino)pyridine was added. The resulting mixture was stirred at 0° C. for 30 ... Reactants: CCO, CCCCCCCCOC(=O)Cl, ClCCl, Cl, CCOC(=O)CCN(C(=O)c1ccc2c(c1)nc(CNc1ccc(C(=N)N)cc1)n2C)c1ccccc1. Product: CCCCCCCCOC(=O)NC(=N)c1ccc(NCc2nc3cc(C(=O)N(CCC(=O)OCC)c4ccccc4)ccc3n2C)cc1. As a reaction SMILES: [CH2:51]([OH:52])[CH3:53].[Cl:39][C:40](=[O:41])[O:42][CH2:43][CH2:44][CH2:45][CH2:46][CH2:47][CH2:48][CH2:49][CH3:50].[Cl:54][CH2:55][Cl:56].[ClH:1].[c:2]1([N:8]([C:9](=[O:10])[c:11]2[cH:12][c:13]3[c:14]([n:15]([CH3:29])[c:16]([CH2:18][NH:19][c:20]4[cH:21][cH:22][c:23]([C:26]([NH2:27])=[NH:28])[cH:24][cH:25]4)[n:17]3)[cH:30][cH:31]2)[CH2:32][CH2:33][C:34](=[O:35])[O:36][CH2:37][CH3:38])[cH:3][cH:4][cH:5][cH:6][cH:7]1>>[c:2]1([N:8]([C:9](=[O:10])[c:11]2[cH:12][c:13]3[c:14]([n:15]([CH3:29])[c:16]([CH2:18][NH:19][c:20]4[cH:21][cH:22][c:23]([C:26](=[NH:27])[NH:28][C:40](=[O:41])[O:42][CH2:43][CH2:44][CH2:45][CH2:46][CH2:47][CH2:48][CH2:49][CH3:50])[cH:24][cH:25]4)[n:17]3)[cH:30][cH:31]2)[CH2:32][CH2:33][C:34](=[O:35])[O:36][CH2:37][CH3:38])[cH:3][cH:4][cH:5][cH:6][cH:7]1. The reactants are BrC=1N=C2N(C3=C(NC4=C2C=CC=C4)N=CC=C3)C1C1=CC=C(C=C1)C1(CCC1)NC(OC(C)(C)C)=O (tert-butyl {1-[4-(2-bromo-9H-imidazo[1,2-d]pyrido[2,3-b][1,4]benzodiazepin-3-yl)phenyl]cyclobutyl}carbamate), C(CCC)[Sn](C=1OC2=C(N1)C=CC=C2)(CCCC)CCCC (2-(tributylstannyl)-1,3-benzoxazole), [F-].[Cs+] (cesium fluoride). Reagents/catalysts: CC(C)([P](C(C)(C)C)([Pd][P](C(C)(C)C)(C(C)(C)C)C(C)(C)C)C(C)(C)C)C (bis (tri-tert-butylphosphine)palladium(0)). Solvent: O1CCOCC1 (1,4-dioxane), O (water). Run at temperature 130 celsius. Product: O1C(=NC2=C1C=CC=C2)C=2N=C1N(C3=C(NC4=C1C=CC=C4)N=CC=C3)C2C2=CC=C(C=C2)C2(CCC2)NC(OC(C)(C)C)=O (tert-Butyl (1-{4-[2-(1,3-benzoxazol-2-yl)-9H-imidazo[1,2-d]pyrido[2,3-b][1,4]benzodiazepin-3-yl]phenyl}cyclobutyl)carbamate). The yield is 21.2%. Reaction SMILES: Br[C:2]1[N:3]=[C:4]2[C:10]3[CH:11]=[CH:12][CH:13]=[CH:14][C:9]=3[NH:8][C:7]3[N:15]=[CH:16][CH:17]=[CH:18][C:6]=3[N:5]2[C:19]=1[C:20]1[CH:25]=[CH:24][C:23]([C:26]2([NH:30][C:31](=[O:37])[O:32][C:33]([CH3:36])([CH3:35])[CH3:34])[CH2:29][CH2:28][CH2:27]2)=[CH:22][CH:21]=1.C([Sn](CCCC)(CCCC)[C:43]1[O:44][C:45]2[CH:51]=[CH:50][CH:49]=[CH:48][C:46]=2[N:47]=1)CCC.[F-].[Cs+]>O1CCOCC1.O.CC(C)([P](C(C)(C)C)([Pd][P](C(C)(C)C)(C(C)(C)C)C(C)(C)C)C(C)(C)C)C>[O:44]1[C:45]2[CH:51]=[CH:50][CH:49]=[CH:48][C:46]=2[N:47]=[C:43]1[C:2]1[N:3]=[C:4]2[C:10]3[CH:11]=[CH:12][CH:13]=[CH:14][C:9]=3[NH:8][C:7]3[N:15]=[CH:16][CH:17]=[CH:18][C:6]=3[N:5]2[C:19]=1[C:20]1[CH:25]=[CH:24][C:23]([C:26]2([NH:30][C:31](=[O:37])[O:32][C:33]([CH3:36])([CH3:35])[CH3:34])[CH2:29][CH2:28][CH2:27]2)=[CH:22][CH:21]=1 |f:2.3,^1:71,77|. Procedure: A mixture of tert-butyl {1-[4-(2-bromo-9H-imidazo[1,2-d]pyrido[2,3-b][1,4]benzodiazepin-3-yl)phenyl]cyclobutyl}carbamate (50.0 mg, 0.0895 mmol), 2-(tributylstannyl)-1,3-benzoxazole (81.2 mg, 0.179 mmol), bis (tri-tert-butylphosphine)palladium(0) (9.15 mg, 0.0179 mmol) and cesium fluoride (88.4 mg, 0.582 mmol) in 1,4-dioxane (1.00 mL) was heated at 130° C. under microwave irradiation for 2 hours under nitrogen. After cooling to room temperature, the mixture was diluted with water and extracted wi... The reactants are O=C([O-])[O-], CN(C)C=O, Clc1cccc(CBr)c1, [K+], [K+], CCOC(=O)c1cc(O)ccc1C. Yields the product CCOC(=O)c1cc(OCc2cccc(Cl)c2)ccc1C. RXN SMILES: [C:23](=[O:24])([O-:25])[O-:26].[CH3:29][N:30]([CH3:31])[CH:32]=[O:33].[Cl:14][c:15]1[cH:16][c:17]([CH2:18][Br:19])[cH:20][cH:21][cH:22]1.[K+:27].[K+:28].[OH:1][c:2]1[cH:3][cH:4][c:5]([CH3:13])[c:6]([C:7](=[O:8])[O:9][CH2:10][CH3:11])[cH:12]1>>[O:1]([c:2]1[cH:3][cH:4][c:5]([CH3:13])[c:6]([C:7](=[O:8])[O:9][CH2:10][CH3:11])[cH:12]1)[CH2:18][c:17]1[cH:16][c:15]([Cl:14])[cH:22][cH:21][cH:20]1. Reactants: ClC1=CC=C(NC=2SC3=C(C(N2)=O)C=CC=N3)C=C1 (2-(4-chloroanilino)-4H-pyrido[3,2-e]-1,3-thiazin-4-one), [H-].[Li+] (lithium hydride), C(CC)I (propyl iodide). Product: ClC1=CC=C(C=C1)N=C1SC2=C(C(N1CCC)=O)C=CC=N2 (2-[(4-chlorophenyl)imino]-2,3-dihydro-3-propyl-4H-pyrido[3,2-e]-1,3-thiazin-4-one). Isolated yield 62.2%. RXN SMILES: [Cl:1][C:2]1[CH:19]=[CH:18][C:5]([NH:6][C:7]2[S:8][C:9]3[N:17]=[CH:16][CH:15]=[CH:14][C:10]=3[C:11](=[O:13])[N:12]=2)=[CH:4][CH:3]=1.[H-].[Li+].[CH2:22](I)[CH2:23][CH3:24]>>[Cl:1][C:2]1[CH:19]=[CH:18][C:5]([N:6]=[C:7]2[N:12]([CH2:22][CH2:23][CH3:24])[C:11](=[O:13])[C:10]3[CH:14]=[CH:15][CH:16]=[N:17][C:9]=3[S:8]2)=[CH:4][CH:3]=1 |f:1.2|. Procedure: The reaction procedure of Example 11 was followed except that 939 mg (3.24 mmol) of 2-(4-chloroanilino)-4H-pyrido[3,2-e]-1,3-thiazin-4-one, 26 mg of lithium hydride and 551 mg of propyl iodide were used. The resulting residue was then purified through silica gel column chromatography (eluant: chloroform) to obtain 669 mg of 2-[(4-chlorophenyl)imino]-2,3-dihydro-3-propyl-4H-pyrido[3,2-e]-1,3-thiazin-4-one (62%, recrystallized from a mixture of ether and hexane) as a low polarity substance and 112...